From a dataset of the Open Reaction Database (ORD), a public repository of structured organic reaction records. describe an organic reaction: reactants, conditions, products, and yield Starting materials: Cl.NCCCC(=O)OCC (Ethyl 4-aminobutanoate hydrochloride), COC1=C(C=O)C=CC(=C1)OC (2,4-dimethoxybenzaldehyde), C(C)(=O)O[BH-](OC(C)=O)OC(C)=O.[Na+] (sodium triacetoxyborohydride). The solvent is C(C)O (ethanol). Run at time 1 hour. Yields the product COC1=C(CNCCCC(=O)OCC)C=CC(=C1)OC (ethyl 4-[(2,4-dimethoxybenzyl)amino]butanoate). Isolated yield 93.5%. Reaction SMILES: Cl.[NH2:2][CH2:3][CH2:4][CH2:5][C:6]([O:8][CH2:9][CH3:10])=[O:7].[CH3:11][O:12][C:13]1[CH:20]=[C:19]([O:21][CH3:22])[CH:18]=[CH:17][C:14]=1[CH:15]=O.C(O[BH-](OC(=O)C)OC(=O)C)(=O)C.[Na+]>C(O)C>[CH3:11][O:12][C:13]1[CH:20]=[C:19]([O:21][CH3:22])[CH:18]=[CH:17][C:14]=1[CH2:15][NH:2][CH2:3][CH2:4][CH2:5][C:6]([O:8][CH2:9][CH3:10])=[O:7] |f:0.1,3.4|. Procedure details: Ethyl 4-aminobutanoate hydrochloride (1.77 g) and 2,4-dimethoxybenzaldehyde (1.75 g) were dissolved in ethanol (50 ml), and the solution was heated under reflux for 1 hr. The mixture was allowed to be cooled to room temperature, sodium triacetoxyborohydride (2.2 g) was added thereto, and the mixture was stirred for 1 hr, and concentrated under reduced pressure. To the residue was added saturated aqueous sodium hydrogen carbonate solution (40 ml), and the mixture was extracted with ethyl acetate.... The reactants are C1CCOC1, CC(C)(C)[O-], COCCl, CC1COC(=O)N1c1cc(-c2ccnc(Nc3cccc(Cl)c3)n2)ccn1, [K+]. The product is COCN(c1cccc(Cl)c1)c1nccc(-c2ccnc(N3C(=O)OCC3C)c2)n1. As a reaction SMILES: [CH2:38]1[O:39][CH2:40][CH2:41][CH2:42]1.[CH3:1][C:2]([CH3:3])([O-:4])[CH3:5].[Cl:34][CH2:35][O:36][CH3:37].[Cl:7][c:8]1[cH:9][c:10]([NH:14][c:15]2[n:16][cH:17][cH:18][c:19](-[c:21]3[cH:22][c:23]([N:27]4[C:28](=[O:33])[O:29][CH2:30][CH:31]4[CH3:32])[n:24][cH:25][cH:26]3)[n:20]2)[cH:11][cH:12][cH:13]1.[K+:6]>>[Cl:7][c:8]1[cH:9][c:10]([N:14]([c:15]2[n:16][cH:17][cH:18][c:19](-[c:21]3[cH:22][c:23]([N:27]4[C:28](=[O:33])[O:29][CH2:30][CH:31]4[CH3:32])[n:24][cH:25][cH:26]3)[n:20]2)[CH2:35][O:36][CH3:37])[cH:11][cH:12][cH:13]1. Starting materials: FC=1C=CC(=NC1)C(=O)OCC (ethyl 5-fluoropyridine-2-carboxylate), [H-].C(C(C)C)[Al+]CC(C)C (diisobutylaluminum hydride). The solvent is O1CCCC1 (tetrahydrofuran). Run at time 1 hour. The product is FC=1C=CC(=NC1)C=O (5-Fluoropyridine-2-carbaldehyde). As a reaction SMILES: [F:1][C:2]1[CH:3]=[CH:4][C:5]([C:8](OCC)=[O:9])=[N:6][CH:7]=1.[H-].C([Al+]CC(C)C)C(C)C>O1CCCC1>[F:1][C:2]1[CH:3]=[CH:4][C:5]([CH:8]=[O:9])=[N:6][CH:7]=1 |f:1.2|. Reported procedure: To a solution of ethyl 5-fluoropyridine-2-carboxylate (25 g, 148 mmol) in tetrahydrofuran (250 mL) at −78° C. was added dropwise diisobutylaluminum hydride (1.0 M in hexanes; 296 mL, 296 mmol). After 1 h, the reaction was quenched with ethyl alcohol (10 mL). Saturated aqueous sodium potassium tartrate tetrahydrate (1.3 L) was added and the aqueous layer was extracted with ethyl acetate (2×). The combined organic extracts were washed with brine, dried over sodium sulfate, filtered. The solution m... Reaction SMILES: [Cl:1][C:2]1[C:7]([C:8](Cl)=[O:9])=[C:6]([Cl:11])[N:5]=[CH:4][N:3]=1.[O:12]1[CH2:17][CH2:16][N:15]([CH2:18][CH2:19][CH2:20][NH2:21])[CH2:14][CH2:13]1>ClCCl>[Cl:1][C:2]1[C:7]([C:8]([NH:21][CH2:20][CH2:19][CH2:18][N:15]2[CH2:16][CH2:17][O:12][CH2:13][CH2:14]2)=[O:9])=[C:6]([Cl:11])[N:5]=[CH:4][N:3]=1. Product: ClC1=NC=NC(=C1C(=O)NCCCN1CCOCC1)Cl (4,6-Dichloro-N-(3-morpholinopropyl)pyrimidine-5-carboxamide). Run at time 30 minute. Yield: 100.0%. The reactants are TEA, ClC1=NC=NC(=C1C(=O)Cl)Cl (4,6-Dichloropyrimidine-5-carbonyl chloride), O1CCN(CC1)CCCN (3-morpholinopropan-1-amine). The solvent is ClCCl (dichloromethane), ClCCl (dichloromethane). Reported procedure: 4,6-Dichloropyrimidine-5-carbonyl chloride (600 mg, 2.84 mmol, prepared according to E. V. Tarasov et al. Synlett 2000, 5, 625-626) was dissolved in dichloromethane (10 ml) and TEA (395 μl, 2.83 mmol) was added. To this solution, 3-morpholinopropan-1-amine (410 mg, 2.84 mmol) was added dropwise and the mixture was stirred for 30 min. The reaction mixture was then diluted with dichloromethane, washed with 4% sodium bicarbonate solution, dried over magnesium sulphate, filtered and evaporated. The ... Reactants: OC(c1ccc(Br)cc1F)C(F)(F)F, O=C([O-])[O-], C1COCCO1, CCOC(C)=O, [Cs+], [Cs+], CC(C)(C)OC(=O)NC(Cc1ccc(-c2cc(Cl)nc(N)n2)cc1)C(=O)O, O. Yields the product CC(C)(C)OC(=O)NC(Cc1ccc(-c2cc(OC(c3ccc(Br)cc3F)C(F)(F)F)nc(N)n2)cc1)C(=O)O. RXN SMILES: [Br:7][c:8]1[cH:9][c:10]([F:20])[c:11]([CH:14]([C:15]([F:16])([F:17])[F:18])[OH:19])[cH:12][cH:13]1.[C:1](=[O:2])([O-:3])[O-:4].[CH2:49]1[O:50][CH2:51][CH2:52][O:53][CH2:54]1.[CH3:55][CH2:56][O:57][C:58](=[O:59])[CH3:60].[Cs+:5].[Cs+:6].[NH2:21][c:22]1[n:23][c:24]([Cl:47])[cH:25][c:26](-[c:28]2[cH:29][cH:30][c:31]([CH2:34][CH:35]([C:36](=[O:37])[OH:38])[NH:39][C:40](=[O:41])[O:42][C:43]([CH3:44])([CH3:45])[CH3:46])[cH:32][cH:33]2)[n:27]1.[OH2:48]>>[Br:7][c:8]1[cH:9][c:10]([F:20])[c:11]([CH:14]([C:15]([F:16])([F:17])[F:18])[O:19][c:24]2[n:23][c:22]([NH2:21])[n:27][c:26](-[c:28]3[cH:29][cH:30][c:31]([CH2:34][CH:35]([C:36](=[O:37])[OH:38])[NH:39][C:40](=[O:41])[O:42][C:43]([CH3:44])([CH3:45])[CH3:46])[cH:32][cH:33]3)[cH:25]2)[cH:12][cH:13]1. Yields the product O=C(CSCCS)NCCNC(=O)Cn1ccnc1[N+](=O)[O-]. Starting materials: CO, CC(C)=O, NCCNC(=O)Cn1ccnc1[N+](=O)[O-], O=C1CSCCS1. RXN SMILES: [CH3:23][OH:24].[CH3:25][C:26](=[O:27])[CH3:28].[NH2:1][CH2:2][CH2:3][NH:4][C:5]([CH2:6][n:7]1[c:8]([N+:12](=[O:13])[O-:14])[n:9][cH:10][cH:11]1)=[O:15].[O:16]=[C:17]1[S:18][CH2:19][CH2:20][S:21][CH2:22]1>>[NH:1]([CH2:2][CH2:3][NH:4][C:5]([CH2:6][n:7]1[c:8]([N+:12](=[O:13])[O-:14])[n:9][cH:10][cH:11]1)=[O:15])[C:17](=[O:16])[CH2:22][S:21][CH2:20][CH2:19][SH:18].